This data is from the Open Reaction Database (ORD), a public repository of structured organic reaction records. The task is: describe an organic reaction: reactants, conditions, products, and yield Starting materials: COC1=CC=C(C=O)C=C1 (4-methoxybenzaldehyde), ClC=1C=C2CC(N(C2=CC1)C)=O (5-chloro-1-methyloxindole), N1CCCC1 (pyrrolidine). Solvent: CO (methanol). Product: N=1C(C=C2C=CC=CC12)=O (2H-indol-2-one). The yield is 11.0%. Reaction SMILES: COC1C=CC(C=O)=CC=1.Cl[C:12]1[CH:13]=[C:14]2[C:18](=[CH:19][CH:20]=1)[N:17](C)[C:16](=[O:22])[CH2:15]2.N1CCCC1>CO>[N:17]1[C:16](=[O:22])[CH:15]=[C:14]2[C:18]=1[CH:19]=[CH:20][CH:12]=[CH:13]2. Procedure details: 3-(exo-Bicyclo 2.2.1!hept-2-yloxy)-4-methoxybenzaldehyde (677 mg, 2.75 mmol; disclosed in WO 87/06576 published Nov. 5, 1987), and 5-chloro-1-methyloxindole (500 mg, 2.75 mmol; Chemical Abstracts registry number 41192-33-0, were dissolved in 10 ml of methanol under an inert atmosphere. To this brown, homogeneous mixture was added 0.23 ml of pyrrolidine (2.75 mmol) via syringe. The reaction mixture was stirred at room temperature for ten hours. The solvent was then stripped off and the resulting ... The reactants are FC1=CC=C(C=C1)C1(C(N(CCC1)CC(=O)OCC)=O)C1=CC=C(C=C1)F (ethyl 2-(3,3-bis(4-fluorophenyl)-2-oxopiperidin-1-yl)acetate), [OH-].[Li+] (lithium hydroxide). Run in C(C)O (ethanol), O (water). Conditions: temperature 80 celsius. The product is FC1=CC=C(C=C1)C1(C(N(CCC1)CC(=O)O)=O)C1=CC=C(C=C1)F (2-(3,3-bis(4-fluorophenyl)-2-oxopiperidin-1-yl)acetic acid). As a reaction SMILES: [F:1][C:2]1[CH:7]=[CH:6][C:5]([C:8]2([C:21]3[CH:26]=[CH:25][C:24]([F:27])=[CH:23][CH:22]=3)[CH2:13][CH2:12][CH2:11][N:10]([CH2:14][C:15]([O:17]CC)=[O:16])[C:9]2=[O:20])=[CH:4][CH:3]=1.[OH-].[Li+]>C(O)C.O>[F:27][C:24]1[CH:23]=[CH:22][C:21]([C:8]2([C:5]3[CH:4]=[CH:3][C:2]([F:1])=[CH:7][CH:6]=3)[CH2:13][CH2:12][CH2:11][N:10]([CH2:14][C:15]([OH:17])=[O:16])[C:9]2=[O:20])=[CH:26][CH:25]=1 |f:1.2|. Reported procedure: The product from Example 90C (0.40 g, 1.07 mmol) was dissolved in ethanol (20 mL). A solution of lithium hydroxide (0.21 g, 8.57 mmol) in water (5 mL) was added and the reaction was heated to 80° C. for 2 hours. The reaction mixture was cooled to room temperature, concentrated, neutralized with 2 N HCl, and then diluted with ethyl acetate. The organic layer was washed with water and brine, dried over magnesium sulfate, filtered, and then concentrated to give the title compound. MS (DCI) m/z 346 ...